Dataset: the Open Reaction Database (ORD), a public repository of structured organic reaction records. Task: describe an organic reaction: reactants, conditions, products, and yield Reactants: BrN1C(CCC1=O)=O (N-Bromosuccinimide), ClC1=C(C(C(=O)O)=CC=C1)O (3-chlorosalicylic acid). Run in CC#N (CH3CN), O (water). Run at time 1 hour. The product is BrC=1C=C(C(=C(C(=O)O)C1)O)Cl (5-bromo-3-chloro-2-hydroxy-benzoic acid). The yield is 93.9%. Reaction SMILES: [Br:1]N1C(=O)CCC1=O.[Cl:9][C:10]1[CH:18]=[CH:17][CH:16]=[C:12]([C:13]([OH:15])=[O:14])[C:11]=1[OH:19]>CC#N.O>[Br:1][C:17]1[CH:18]=[C:10]([Cl:9])[C:11]([OH:19])=[C:12]([CH:16]=1)[C:13]([OH:15])=[O:14]. Reported procedure: N-Bromosuccinimide (2.38 g, 13.38 mmol) was added to a solution of 3-chlorosalicylic acid (2.1 g, 12.16 mmol) in CH3CN (10 mL) solution and stirred for 1 h. The reaction mixture was diluted with water (25 mL), solids were filtered and washed with water and dried to get 5-bromo-3-chloro-2-hydroxy-benzoic acid (2.87 g). Reactants: Cl.FC1=C(C=CC=C1)N(C(=O)C1=CC2=C(N(C(=N2)CNC2=CC=C(C=C2)C(N)=N)C)C=C1)CCC(=O)OCC (1-methyl-2-[N-(4-amidinophenyl)aminomethyl]benzimidazol-5-yl-carboxylic acid-N-(2-fluorophenyl)-N-(2-ethoxycarbonylethyl)amide hydrochloride), [OH-].[Na+] (sodium hydroxide), C26H25FN6O3. Solvent: ClCCl.C(C)O (dichloromethane ethanol). Product: FC1=C(C=CC=C1)N(C(=O)C1=CC2=C(N(C(=N2)CNC2=CC=C(C=C2)C(N)=N)C)C=C1)CCC(=O)O (1-Methyl-2-[N-(4-amidinophenyl)aminomethyl]benzimidazol-5-yl-carboxylic acid-N-(2-fluorophenyl)-N-(2-hydroxycarbonylethyl)amide). Yield: 45.0%. As a reaction SMILES: Cl.[F:2][C:3]1[CH:8]=[CH:7][CH:6]=[CH:5][C:4]=1[N:9]([CH2:33][CH2:34][C:35]([O:37]CC)=[O:36])[C:10]([C:12]1[CH:32]=[CH:31][C:15]2[N:16]([CH3:30])[C:17]([CH2:19][NH:20][C:21]3[CH:26]=[CH:25][C:24]([C:27](=[NH:29])[NH2:28])=[CH:23][CH:22]=3)=[N:18][C:14]=2[CH:13]=1)=[O:11].[OH-].[Na+]>ClCCl.C(O)C>[F:2][C:3]1[CH:8]=[CH:7][CH:6]=[CH:5][C:4]=1[N:9]([CH2:33][CH2:34][C:35]([OH:37])=[O:36])[C:10]([C:12]1[CH:32]=[CH:31][C:15]2[N:16]([CH3:30])[C:17]([CH2:19][NH:20][C:21]3[CH:26]=[CH:25][C:24]([C:27](=[NH:28])[NH2:29])=[CH:23][CH:22]=3)=[N:18][C:14]=2[CH:13]=1)=[O:11] |f:0.1,2.3,4.5|. Procedure details: Prepared analogously to Example 26 from 1-methyl-2-[N-(4-amidinophenyl)aminomethyl]benzimidazol-5-yl-carboxylic acid-N-(2-fluorophenyl)-N-(2-ethoxycarbonylethyl)amide hydrochloride and sodium hydroxide solution. Yield: 45% of theory, C26H25FN6O3 (488.5); Rf value: 0.05 (silica gel; dichloromethane/ethanol=4:1); EKA mass spectrum: (M+H)+=489; (M+H+Na)++=267; (M+2H)++=256. Starting materials: Cc1ccccc1, OB(O)C1CC1, [K+], [K+], [K+], COC(=O)c1cc(Br)ccc1N, O, O=P([O-])([O-])[O-]. The product is COC(=O)c1cc(C2CC2)ccc1N. Reaction SMILES: [CH3:27][c:28]1[cH:29][cH:30][cH:31][cH:32][cH:33]1.[CH:13]1([B:16]([OH:17])[OH:18])[CH2:14][CH2:15]1.[K+:24].[K+:25].[K+:26].[NH2:1][c:2]1[c:3]([C:4](=[O:5])[O:6][CH3:7])[cH:8][c:9]([Br:12])[cH:10][cH:11]1.[OH2:34].[P:19]([O-:20])([O-:21])([O-:22])=[O:23]>>[NH2:1][c:2]1[c:3]([C:4](=[O:5])[O:6][CH3:7])[cH:8][c:9]([CH:13]2[CH2:14][CH2:15]2)[cH:10][cH:11]1. Reactants: FC=1C=C(COC2=CC=C(C=C2)[N+](=O)[O-])C=CC1 (1-(3-fluorobenzyloxy)-4-nitro-benzene), brownish solid, FC1=CC=C(C=C1)[N+](=O)[O-] (4-fluoro nitrobenzene), FC(C1=CC=C(CO)C=C1)(F)F (4-trifluoromethyl benzyl alcohol). Solvent: CO (methanol). Product: FC(C1=CC=C(COC2=CC=C(C=C2)[N+](=O)[O-])C=C1)(F)F (4-(4-Trifluoromethyl-benzyloxy)-nitrobenzene). RXN SMILES: F[C:2]1[CH:3]=[C:4]([CH:16]=[CH:17][CH:18]=1)[CH2:5][O:6][C:7]1[CH:12]=[CH:11][C:10]([N+:13]([O-:15])=[O:14])=[CH:9][CH:8]=1.FC1C=CC([N+]([O-])=O)=CC=1.[F:29][C:30]([F:40])([F:39])C1C=CC(CO)=CC=1>CO>[F:29][C:30]([F:40])([F:39])[C:18]1[CH:17]=[CH:16][C:4]([CH2:5][O:6][C:7]2[CH:12]=[CH:11][C:10]([N+:13]([O-:15])=[O:14])=[CH:9][CH:8]=2)=[CH:3][CH:2]=1. Procedure details: Prepared in analogy to 1-(3-fluorobenzyloxy)-4-nitro-benzene, starting from 4-fluoro nitrobenzene and 4-trifluoromethyl benzyl alcohol. Yield after recristallisation from methanol: 82% of a brownish solid. Mp=80.5-81.5° C. Reactants: CCCc1nc(C(F)(F)F)ccc1C=CC(=O)O, Cl, Cc1cc(CN)ccc1NS(C)(=O)=O. Product: CCCc1nc(C(F)(F)F)ccc1C=CC(=O)NCc1ccc(NS(C)(=O)=O)c(C)c1. As a reaction SMILES: [CH2:16]([CH2:17][CH3:18])[c:19]1[n:20][c:21]([C:30]([F:31])([F:32])[F:33])[cH:22][cH:23][c:24]1[CH:25]=[CH:26][C:27](=[O:28])[OH:29].[ClH:15].[NH2:1][CH2:2][c:3]1[cH:4][c:5]([CH3:14])[c:6]([NH:9][S:10](=[O:11])(=[O:12])[CH3:13])[cH:7][cH:8]1>>[NH:1]([CH2:2][c:3]1[cH:4][c:5]([CH3:14])[c:6]([NH:9][S:10](=[O:11])(=[O:12])[CH3:13])[cH:7][cH:8]1)[C:27]([CH:26]=[CH:25][c:24]1[c:19]([CH2:16][CH2:17][CH3:18])[n:20][c:21]([C:30]([F:31])([F:32])[F:33])[cH:22][cH:23]1)=[O:28].